Dataset: the Open Reaction Database (ORD), a public repository of structured organic reaction records. Task: describe an organic reaction: reactants, conditions, products, and yield Starting materials: resultant mixture, P(=O)(Cl)(Cl)Cl (phosphorus oxychloride), Ice water, C[Si](C)(C)C#N (trimethylsilyl cyanide), [N+](=O)([O-])C=1C=CC2=C(C(CC3(CCSCC3)O2)=O)C1 (3,4-dihydro-6-nitrospiro[2H-1-benzopyran-2,4'-tetrahydrothiopyran]-4-one), Cl (hydrochloric acid). Reagents/catalysts: [I-].[Zn+2].[I-] (zinc iodide). Solvent: N1=CC=CC=C1 (pyridine), C1=CC=CC=C1 (benzene). The product is [N+](=O)([O-])C=1C=CC2=C(C(=CC3(CCSCC3)O2)C#N)C1 (6-nitrospiro[2H-1-benzopyran-2,4'-tetrahydrothiopyran]-4-carbonitrile). RXN SMILES: [N+:1]([C:4]1[CH:5]=[CH:6][C:7]2[O:17][C:11]3([CH2:16][CH2:15][S:14][CH2:13][CH2:12]3)[CH2:10][C:9](=O)[C:8]=2[CH:19]=1)([O-:3])=[O:2].C[Si]([C:24]#[N:25])(C)C.P(Cl)(Cl)(Cl)=O.Cl>[I-].[Zn+2].[I-].N1C=CC=CC=1.C1C=CC=CC=1>[N+:1]([C:4]1[CH:5]=[CH:6][C:7]2[O:17][C:11]3([CH2:16][CH2:15][S:14][CH2:13][CH2:12]3)[CH:10]=[C:9]([C:24]#[N:25])[C:8]=2[CH:19]=1)([O-:3])=[O:2] |f:4.5.6|. Reported procedure: To a mixture of 3.08 g of 3,4-dihydro-6-nitrospiro[2H-1-benzopyran-2,4'-tetrahydrothiopyran]-4-one and 40 ml of dried benzene was added 1.8 ml of trimethylsilyl cyanide with stirring under ice-cooling. 1.22 g of zinc iodide was added therein and the resultant mixture was stirred at room temperature for 19 hours. 6 ml of pyridine and 3.1 ml of phosphorus oxychloride were added therein and the mixture was refluxed with heating for 5.5 hours. Ice water was added to the residue, and the residue was ... The reactants are CS(=O)(=O)OC(CC1=CC=CC=C1)CF (1-fluoromethyl-2-phenylethyl methanesulfonate), [N-]=[N+]=[N-].[Na+] (sodium azide). The solvent is O (water), [Cl-].[Na+].O (brine), CN(C)C=O (DMF). Reaction conditions: temperature 80 celsius. Yields the product N(=[N+]=[N-])C(CC1=CC=CC=C1)CF ((2-Azido-3-fluoro-propyl)benzene). Isolated yield 82.5%. Reaction SMILES: CS(O[CH:6]([CH2:14][F:15])[CH2:7][C:8]1[CH:13]=[CH:12][CH:11]=[CH:10][CH:9]=1)(=O)=O.[N-:16]=[N+:17]=[N-:18].[Na+]>CN(C=O)C.O.[Cl-].[Na+].O>[N:16]([CH:6]([CH2:14][F:15])[CH2:7][C:8]1[CH:13]=[CH:12][CH:11]=[CH:10][CH:9]=1)=[N+:17]=[N-:18] |f:1.2,5.6.7|. Reported procedure: To a stirred solution of 1-fluoromethyl-2-phenylethyl methanesulfonate (1.1 g) in anhydrous DMF (15 mL) under nitrogen was added sodium azide (0.53 g) followed by heating at 80° C. overnight. The cooled reaction mixture was diluted with equal parts of water and brine and extracted with EtOAc. The extracts were washed with water and brine, dried over Na2SO4, and concentrated to an oil which was chromatographed over silica gel with a mixture of EtOAc and hexane to give 0.70 g of the title compound... The reactants are FC=1C=CC2=C(C(=NCC=3N2C=NN3)C3=NC=CC=C3)C1 (8-fluoro-6-(2-pyridyl)-4H-s-triazolo[4,3-a][1,4]benzodiazepine), [I-].CC(C)=[NH2+] (dimethylmethylene ammonium iodide). Yields the product FC=1C=CC2=C(C(=NC=C3N2CN=N3)C3=NC=CC=C3)C1 (8-fluoro-6-(2-pyridyl)-s-triazolo[4,3-a][1,4]benzodiazepine). RXN SMILES: [F:1][C:2]1[CH:3]=[CH:4][C:5]2[N:11]3[CH:12]=[N:13][N:14]=[C:10]3[CH2:9][N:8]=[C:7]([C:15]3[CH:20]=[CH:19][CH:18]=[CH:17][N:16]=3)[C:6]=2[CH:21]=1.[I-].CC(=[NH2+])C>>[F:1][C:2]1[CH:3]=[CH:4][C:5]2[N:11]3[CH2:12][N:13]=[N:14][C:10]3=[CH:9][N:8]=[C:7]([C:15]3[CH:20]=[CH:19][CH:18]=[CH:17][N:16]=3)[C:6]=2[CH:21]=1 |f:1.2|. Procedure: In manner given in Example 5, 8-fluoro-6-(2-pyridyl)-4H-s-triazolo[4,3-a][1,4]benzodiazepine is treated with dimethylmethylene ammonium iodide to give 8-fluoro-6-(2-pyridyl)-s-triazolo[4,3-a][1,4]benzodiazepine. Reactants: C(C1=CC=CC=C1)(=O)CNCC=1C=C(C=CC1)C1=CC=C(C=C1)C[C@@H](C(=O)OC)NC(=CC(C1=CC=CC=C1)=O)C (methyl (S)-3-{3′-[(benzoylmethylamino)methyl]biphenyl-4-yl}-2-(1-methyl-3-oxo-3-phenylpropenylamino)propionate), NC(C(=O)OC)CC1=CC=C(C=C1)C1=CC(=CC=C1)CNCC(C1=CC=CC=C1)=O (methyl 2-amino-3-{3′-[(benzoylmethylamino)methyl]biphenyl-4-yl}propionate). Product: C(C1=CC=CC=C1)(=O)CNCC=1C=C(C=CC1)C1=CC=C(C=C1)CC(C(=O)OC)NC(=CC(C1=CC=CC=C1)=O)C (methyl 3-{3′-[(benzoylmethylamino)methyl]biphenyl-4-yl}-2-(1-methyl-3-oxo-3-phenylpropenylamino)propionate). Isolated yield 66.0%. As a reaction SMILES: [C:1]([CH2:9][NH:10][CH2:11][C:12]1[CH:13]=[C:14]([C:18]2[CH:23]=[CH:22][C:21]([CH2:24][C@H:25]([NH:30][C:31]([CH3:41])=[CH:32][C:33](=[O:40])[C:34]3[CH:39]=[CH:38][CH:37]=[CH:36][CH:35]=3)[C:26]([O:28][CH3:29])=[O:27])=[CH:20][CH:19]=2)[CH:15]=[CH:16][CH:17]=1)(=[O:8])[C:2]1[CH:7]=[CH:6][CH:5]=[CH:4][CH:3]=1.NC(CC1C=CC(C2C=CC=C(CNCC(=O)C3C=CC=CC=3)C=2)=CC=1)C(OC)=O>>[C:1]([CH2:9][NH:10][CH2:11][C:12]1[CH:13]=[C:14]([C:18]2[CH:23]=[CH:22][C:21]([CH2:24][CH:25]([NH:30][C:31]([CH3:41])=[CH:32][C:33](=[O:40])[C:34]3[CH:39]=[CH:38][CH:37]=[CH:36][CH:35]=3)[C:26]([O:28][CH3:29])=[O:27])=[CH:20][CH:19]=2)[CH:15]=[CH:16][CH:17]=1)(=[O:8])[C:2]1[CH:7]=[CH:6][CH:5]=[CH:4][CH:3]=1. Procedure details: In a manner similar to the preparation of the methyl (S)-3-{3′-[(benzoylmethylamino)methyl]biphenyl-4-yl}-2-(1-methyl-3-oxo-3-phenylpropenylamino)propionate (Example 31b), using 500 mg (1.24 mmol) of methyl 2-amino-3-{3′-[(benzoylmethylamino)methyl]biphenyl-4-yl}propionate, 450 mg of expected product is obtained with a 66% yield. The product is COc1c(Cl)cnn(Cc2ccccc2)c1=O. As a reaction SMILES: [CH2:1]([c:2]1[cH:3][cH:4][cH:5][cH:6][cH:7]1)[n:8]1[n:9][cH:10][c:11]([Cl:16])[c:12]([Cl:15])[c:13]1=[O:14].[CH2:20]1[O:21][CH2:22][CH2:23][O:24][CH2:25]1.[CH3:17][O-:18].[Na+:19]>>[CH2:1]([c:2]1[cH:3][cH:4][cH:5][cH:6][cH:7]1)[n:8]1[n:9][cH:10][c:11]([Cl:16])[c:12]([O:18][CH3:17])[c:13]1=[O:14]. Starting materials: O=c1c(Cl)c(Cl)cnn1Cc1ccccc1, C1COCCO1, C[O-], [Na+].